From a dataset of the Open Reaction Database (ORD), a public repository of structured organic reaction records. describe an organic reaction: reactants, conditions, products, and yield Reactants: C(C)(C)N(CCN1C(=O)C(=O)C2=CC(=CC=C12)C)C(C)C (1-(2-diisopropylaminoethyl)-5-methylisatin), Cl.C(C1=CC=CC=C1)NC(NN)=O (4-benzylsemicarbazide hydrochloride). The product is C(C1=CC=CC=C1)NC(N\N=C/1\C(N(C2=CC=C(C=C12)C)CCN(C(C)C)C(C)C)=O)=O ((E)-1-(2-diisopropylaminoethyl)5-methylisatin 3-(4-benzylsemicarbazone)). Yield: 74.6%. Reaction SMILES: [CH:1]([N:4]([CH:19]([CH3:21])[CH3:20])[CH2:5][CH2:6][N:7]1[C:17]2[C:12](=[CH:13][C:14]([CH3:18])=[CH:15][CH:16]=2)[C:10](=O)[C:8]1=[O:9])([CH3:3])[CH3:2].Cl.[CH2:23]([NH:30][C:31](=[O:34])[NH:32][NH2:33])[C:24]1[CH:29]=[CH:28][CH:27]=[CH:26][CH:25]=1>>[CH2:23]([NH:30][C:31](=[O:34])[NH:32]/[N:33]=[C:10]1/[C:8](=[O:9])[N:7]([CH2:6][CH2:5][N:4]([CH:19]([CH3:21])[CH3:20])[CH:1]([CH3:3])[CH3:2])[C:17]2[C:12]/1=[CH:13][C:14]([CH3:18])=[CH:15][CH:16]=2)[C:24]1[CH:29]=[CH:28][CH:27]=[CH:26][CH:25]=1 |f:1.2|. Procedure details: By using 1-(2-diisopropylaminoethyl)-5-methylisatin and 4-benzylsemicarbazide hydrochloride, a method analogous to that described in Example 6 was carried out to obtain (E)-1-(2-diisopropylaminoethyl)5-methylisatin 3-(4-benzylsemicarbazone) having a melting point of 159°-160° C. (yield: 74.6%, recrystallizing solvent: ethanol). Reactants: COC1=C2CCC(CC2=CC=C1)=O (5-methoxy 2-tetralone), [BH3-]C#N.[Na+] (NaCNBH3), C(C)(=O)O (acetic acid), C(CC)N (propyl amine). Yields the product COC1=C2CCC(CC2=CC=C1)NCCC ((5-Methoxy-1,2,3,4-tetrahydro-naphthalen-2-yl)-propyl-amine). Yield: 62.1%. As a reaction SMILES: [CH3:1][O:2][C:3]1[CH:12]=[CH:11][CH:10]=[C:9]2[C:4]=1[CH2:5][CH2:6][C:7](=O)[CH2:8]2.C(O)(=O)C.[CH2:18]([NH2:21])[CH2:19][CH3:20].[BH3-]C#N.[Na+]>>[CH3:1][O:2][C:3]1[CH:12]=[CH:11][CH:10]=[C:9]2[C:4]=1[CH2:5][CH2:6][CH:7]([NH:21][CH2:18][CH2:19][CH3:20])[CH2:8]2 |f:3.4|. Procedure: This compound was prepared following Procedure A from 5-methoxy 2-tetralone (6.0 g, 34.0 mmol), acetic acid (5.1 ml, 102 mmol), propyl amine (5.5 ml, 68 mmol), and NaCNBH3 (5.3 g, 85 mmol) to give 4.63 g of 32b (62%, free base). 1H NMR (free base) (400 MHz, CDCl3) 0.92-0.964 (t, 3H, J=7.6 Hz), 1.39 (bs, 1H), 1.49-1.61 (m, 3H), 2.05-2.10 (m, 1H), 2.53-2.62 (m, 2H), 2.66-2.70 (t, 3H, J=7.6 Hz), 2.87-2.94 (m, 2H), 2.98-3.03 (m, 1H), 3.81 (s, 3H), 6.65-6.67 (d, 1H, J=8 Hz), 6.96-6.71 (d, 1H, J=8 Hz)... Starting materials: CNc1ncc2cc(-c3cc(NC(=O)Nc4cnn(C(C)(C)C)c4)c(F)cc3C)c(=O)n(C)c2n1, C1CCOC1, NC1CC1. Product: Cc1cc(F)c(NC(=O)Nc2cnn(C(C)(C)C)c2)cc1-c1cc2cnc(NC3CC3)nc2n(C)c1=O. RXN SMILES: [C:1]([CH3:2])([CH3:3])([CH3:4])[n:5]1[n:6][cH:7][c:8]([NH:10][C:11](=[O:12])[NH:13][c:14]2[c:15]([F:35])[cH:16][c:17]([CH3:34])[c:18](-[c:20]3[cH:21][c:22]4[c:23]([n:24][c:25]([NH:28][CH3:29])[n:26][cH:27]4)[n:30]([CH3:33])[c:31]3=[O:32])[cH:19]2)[cH:9]1.[CH2:40]1[O:41][CH2:42][CH2:43][CH2:44]1.[CH:36]1([NH2:38])[CH2:37][CH2:39]1>>[C:1]([CH3:2])([CH3:3])([CH3:4])[n:5]1[n:6][cH:7][c:8]([NH:10][C:11](=[O:12])[NH:13][c:14]2[c:15]([F:35])[cH:16][c:17]([CH3:34])[c:18](-[c:20]3[cH:21][c:22]4[c:23]([n:24][c:25]([NH:28][CH:29]5[CH2:36][CH2:37]5)[n:26][cH:27]4)[n:30]([CH3:33])[c:31]3=[O:32])[cH:19]2)[cH:9]1.